This data is from the Open Reaction Database (ORD), a public repository of structured organic reaction records. The task is: describe an organic reaction: reactants, conditions, products, and yield The solvent is O (water), C(C)(C)(C)O (tert-butanol), CC(C)=CC (2-methyl-2-butene). Reaction SMILES: Cl([O-])=O.[Na+].P([O-])(O)(O)=[O:6].[Na+].[CH3:11]/[C:12](=[CH:17]\[CH2:18][CH2:19]/[C:20](/[CH3:30])=[CH:21]/[CH2:22][O:23][CH:24]1[CH2:29][CH2:28][CH2:27][CH2:26][O:25]1)/[CH2:13][CH2:14][CH:15]=[O:16]>O.C(O)(C)(C)C.CC(=CC)C>[CH3:11]/[C:12](=[CH:17]\[CH2:18][CH2:19]/[C:20](/[CH3:30])=[CH:21]/[CH2:22][O:23][CH:24]1[CH2:29][CH2:28][CH2:27][CH2:26][O:25]1)/[CH2:13][CH2:14][C:15]([OH:6])=[O:16] |f:0.1,2.3|. Reactants: Cl(=O)[O-].[Na+] (sodium chlorite), P(=O)(O)(O)[O-].[Na+] (sodium dihydrogen phosphate), C/C(/CCC=O)=C\CC\C(=C\COC1OCCCC1)\C ((4E,8E)-(RS)-4,8-dimethyl-10-(tetrahydro-pyran-2-yloxy)-deca-4,8-dienal). Procedure: A.a) A solution of 105 g of 80% sodium chlorite and 100 g of sodium dihydrogen phosphate in 1 l of water is added within 30 min. to 50 g of (4E,8E)-(RS)-4,8-dimethyl-10-(tetrahydro-pyran-2-yloxy)-deca-4,8-dienal in 1.5 l of tert-butanol and 1.5 l of 2-methyl-2-butene. After 2½ hrs. at room temperature the mixture is concentrated and the residue is taken up in methylene chloride, washed with ice-water and 10% potassium hydrogen sulphate solution and dried. 46.5 g of (4E,8E)-(RS)-4,8-dimethyl-10-(... Yields the product C/C(/CCC(=O)O)=C\CC\C(=C\COC1OCCCC1)\C ((4E,8E)-(RS)-4,8-dimethyl-10-(tetrahydro-pyran-2-yloxyl)-deca-4,8-dienoic acid). Starting materials: COC=1C=C(CP([O-])([O-])=O)C=C(C1C(C)C)OC ((3,5-dimethoxy-4-i-propylbenzyl)phosphonate), FC=1C=C(C=O)C=C(C1)F (3,5-difluorobenzaldehyde). The product is FC=1C=C(C=C(C1)F)C=CC1=CC(=C(C(=C1)OC)C(C)C)OC (2-(3,5-Difluorophenyl)-1-(3,5-dimethoxy-4-i-propylphenyl)ethene). Isolated yield 27.0%. Reaction SMILES: [CH3:1][O:2][C:3]1[CH:4]=[C:5]([CH:11]=[C:12]([O:17][CH3:18])[C:13]=1[CH:14]([CH3:16])[CH3:15])[CH2:6]P(=O)([O-])[O-].[F:19][C:20]1[CH:21]=[C:22]([CH:25]=[C:26]([F:28])[CH:27]=1)[CH:23]=O>>[F:19][C:20]1[CH:21]=[C:22]([CH:23]=[CH:6][C:5]2[CH:4]=[C:3]([O:2][CH3:1])[C:13]([CH:14]([CH3:16])[CH3:15])=[C:12]([O:17][CH3:18])[CH:11]=2)[CH:25]=[C:26]([F:28])[CH:27]=1. Procedure details: This material was prepared from (3,5-dimethoxy-4-i-propylbenzyl)phosphonate and 3,5-difluorobenzaldehyde in 27% yield in the same way as described in example 21. 1HNMR (CDCl3, ppm): δ 1.32 (d, J=7.0 Hz, 6H), 3.66 (qint., J=7.0 Hz, 1H), 3.90 (s, 6H), 6.72 (s, 2H), 6.8-7.2 (m, 5H). RXN SMILES: [C:1]([CH3:2])([CH3:3])([CH3:4])[O:5][C:6](=[O:7])[C:8]1([NH:19][S:20](=[O:21])(=[O:22])[c:23]2[s:24][c:25](-[c:28]3[cH:29][cH:30][c:31]([Cl:34])[cH:32][cH:33]3)[cH:26][cH:27]2)[C:9]([c:11]2[cH:12][cH:13][cH:14][cH:15][cH:16]2)([CH2:17][NH2:18])[CH2:10]1.[C:39]([O:40][BH-:41]([O:42][C:43](=[O:44])[CH3:45])[O:46][C:47](=[O:48])[CH3:49])(=[O:50])[CH3:51].[C:53](=[O:54])([O-:55])[OH:56].[CH3:35][C:36]([CH3:37])=[O:38].[CH3:63][C:64](=[O:65])[OH:66].[Na+:52].[Na+:57].[O:58]1[CH2:59][CH2:60][CH2:61][CH2:62]1>>[C:1]([CH3:2])([CH3:3])([CH3:4])[O:5][C:6](=[O:7])[C:8]1([NH:19][S:20](=[O:21])(=[O:22])[c:23]2[s:24][c:25](-[c:28]3[cH:29][cH:30][c:31]([Cl:34])[cH:32][cH:33]3)[cH:26][cH:27]2)[C:9]([c:11]2[cH:12][cH:13][cH:14][cH:15][cH:16]2)([CH2:17][NH:18][CH:36]([CH3:35])[CH3:37])[CH2:10]1. Product: CC(C)NCC1(c2ccccc2)CC1(NS(=O)(=O)c1ccc(-c2ccc(Cl)cc2)s1)C(=O)OC(C)(C)C. Reactants: CC(C)(C)OC(=O)C1(NS(=O)(=O)c2ccc(-c3ccc(Cl)cc3)s2)CC1(CN)c1ccccc1, CC(=O)O[BH-](OC(C)=O)OC(C)=O, O=C([O-])O, CC(C)=O, CC(=O)O, [Na+], [Na+], C1CCOC1. Starting materials: ClC=1C=NC=C(C1NC=1NC2=C(N1)C=C(C1=C2CC(O1)(C)C)C(=O)OC)Cl (methyl 2-[(3,5-dichloropyridin-4-yl)amino]-7,7-dimethyl-7,8-dihydro-1H-furo[3,2-e]benzimidazole-5-carboxylate), FC1=C(N)C=CC(=C1)C(F)(F)F (2-fluoro-4-(trifluoromethyl)aniline), C[Al](C)C (trimethyl aluminium). Solvent: C1(=CC=CC=C1)C (toluene). Product: ClC=1C=NC=C(C1NC1=NC2=C(N1)C=1CC(OC1C(=C2)C(=O)NC2=C(C=C(C=C2)C(F)(F)F)F)(C)C)Cl (2-((3,5-Dichloropyridin-4-yl)amino)-N-(2-fluoro-4-(trifluoromethyl)phenyl)-7,7-dimethyl-7,8-dihydro-1H-benzofuro[4,5-d]imidazole-5-carboxamide). Isolated yield 36.8%. Reaction SMILES: [Cl:1][C:2]1[CH:3]=[N:4][CH:5]=[C:6]([Cl:27])[C:7]=1[NH:8][C:9]1[NH:10][C:11]2[C:17]3[CH2:18][C:19]([CH3:22])([CH3:21])[O:20][C:16]=3[C:15]([C:23]([O:25]C)=O)=[CH:14][C:12]=2[N:13]=1.[F:28][C:29]1[CH:35]=[C:34]([C:36]([F:39])([F:38])[F:37])[CH:33]=[CH:32][C:30]=1[NH2:31].C[Al](C)C>C1(C)C=CC=CC=1>[Cl:27][C:6]1[CH:5]=[N:4][CH:3]=[C:2]([Cl:1])[C:7]=1[NH:8][C:9]1[NH:10][C:11]2[C:17]3[CH2:18][C:19]([CH3:22])([CH3:21])[O:20][C:16]=3[C:15]([C:23]([NH:31][C:30]3[CH:32]=[CH:33][C:34]([C:36]([F:37])([F:38])[F:39])=[CH:35][C:29]=3[F:28])=[O:25])=[CH:14][C:12]=2[N:13]=1. Procedure details: The title compound was prepared following the procedure described for Example-137 by using methyl 2-[(3,5-dichloropyridin-4-yl)amino]-7,7-dimethyl-7,8-dihydro-1H-furo[3,2-e]benzimidazole-5-carboxylate (Step-1 of Intermediate-3, 0.100 g, 0.245 mmol), 2-fluoro-4-(trifluoromethyl)aniline (0.064 g, 0.357 mmol), trimethyl aluminium (2M solution in toluene) (0.5 mL), dry toluene (5.0 mL) at room temperature to afford 0.050 g of the desired product. 1HNMR (DMSO-d6): δ 1.57 (s, 6H), 3.11 (s, 2H), 7.31 (... The reactants are CCC(C(=O)[O-])N1CSCCC(N2C(=O)c3ccccc3C2=O)C1=O, C1CCOC1, [Li+], [OH-]. Product: O=C(O)CN1CSCCC(N2C(=O)c3ccccc3C2=O)C1=O. As a reaction SMILES: [CH2:1]([CH3:2])[CH:3]([C:4](=[O:5])[O-:6])[N:7]1[CH2:8][S:9][CH2:10][CH2:11][CH:12]([N:15]2[C:16](=[O:25])[c:17]3[cH:18][cH:19][cH:20][cH:21][c:22]3[C:23]2=[O:24])[C:13]1=[O:14].[CH2:28]1[O:29][CH2:30][CH2:31][CH2:32]1.[Li+:27].[OH-:26]>>[CH2:3]([C:4](=[O:5])[OH:6])[N:7]1[CH2:8][S:9][CH2:10][CH2:11][CH:12]([N:15]2[C:16](=[O:25])[c:17]3[cH:18][cH:19][cH:20][cH:21][c:22]3[C:23]2=[O:24])[C:13]1=[O:14]. The reactants are N#Cc1cc(Br)c[nH]c1=O, O=P(Cl)(Cl)Cl. The product is N#Cc1cc(Br)cnc1Cl. Reaction SMILES: [Br:1][c:2]1[cH:3][c:4]([C:9]#[N:10])[c:5](=[O:8])[nH:6][cH:7]1.[P:11]([Cl:12])([Cl:13])([Cl:14])=[O:15]>>[Br:1][c:2]1[cH:3][c:4]([C:9]#[N:10])[c:5]([Cl:13])[n:6][cH:7]1.